The task is: describe an organic reaction: reactants, conditions, products, and yield. This data is from the Open Reaction Database (ORD), a public repository of structured organic reaction records. Starting materials: ice water, C1([C@@H](O)[C@H](O)[C@H](O1)CO)N1C(=O)N=C(N)C=C1 (arabinofuranosylcytosine), C1(=CC=CC=C1)C (toluene), C(O)([O-])=O.[K+] (potassium hydrogen carbonate), C(CCCCCCCCCCCCCCCCCCCCC)OC(=O)Cl (behenyloxycarbonyl chloride). Solvent: CC(=O)N(C)C (dimethylacetamide), C(Cl)(Cl)Cl.CO (chloroform methanol). Reaction conditions: time 4 hour. Yields the product C(CCCCCCCCCCCCCCCCCCCCC)ONC1=NC(N(C=C1)[C@H]1[C@@H](O)[C@H](O)[C@H](O1)CO)=O (N4 -behenyloxy-1-β-D-arabino-furanosylcytosine). Yield: 35.3%. Reaction SMILES: [CH:1]1([N:10]2[CH:17]=[CH:16][C:14]([NH2:15])=[N:13][C:11]2=[O:12])[O:7][C@H:6]([CH2:8][OH:9])[C@@H:4]([OH:5])[C@@H:2]1[OH:3].C1(C)C=CC=CC=1.C(=O)([O-])O.[K+].[CH2:30]([O:52]C(Cl)=O)[CH2:31][CH2:32][CH2:33][CH2:34][CH2:35][CH2:36][CH2:37][CH2:38][CH2:39][CH2:40][CH2:41][CH2:42][CH2:43][CH2:44][CH2:45][CH2:46][CH2:47][CH2:48][CH2:49][CH2:50][CH3:51]>CC(N(C)C)=O.C(Cl)(Cl)Cl.CO>[CH2:30]([O:52][NH:15][C:14]1[CH:16]=[CH:17][N:10]([C@@H:1]2[O:7][C@H:6]([CH2:8][OH:9])[C@@H:4]([OH:5])[C@@H:2]2[OH:3])[C:11](=[O:12])[N:13]=1)[CH2:31][CH2:32][CH2:33][CH2:34][CH2:35][CH2:36][CH2:37][CH2:38][CH2:39][CH2:40][CH2:41][CH2:42][CH2:43][CH2:44][CH2:45][CH2:46][CH2:47][CH2:48][CH2:49][CH2:50][CH3:51] |f:2.3,6.7|. Procedure details: to a solution of 2.43 g of arabinofuranosylcytosine dissolved in 40 ml of dimethylacetamide, there is added 10 ml of a toluene solution containing 3.0 g of potassium hydrogen carbonate and 5.8 g of behenyloxycarbonyl chloride. The reaction is carried out at room temperature with stirring of the mixture for 4 hours. After completion of the reaction, the mixture is poured into ice-water and the precipitated solids are collected by filtration, followed by washing successively with acetone and with ...